Dataset: the Open Reaction Database (ORD), a public repository of structured organic reaction records. Task: describe an organic reaction: reactants, conditions, products, and yield Starting materials: CCCCOC(=O)CCC(C)=O, Cc1ccccc1, CCC(CO)(CO)[N+](=O)[O-], O, Cc1ccc(S(=O)(=O)O)cc1. Yields the product CCCCOC(=O)CCC1(C)OCC(CC)([N+](=O)[O-])CO1. Reaction SMILES: [C:11]([CH2:12][CH2:13][C:14](=[O:15])[CH3:16])(=[O:17])[O:18][CH2:19][CH2:20][CH2:21][CH3:22].[CH3:35][c:36]1[cH:37][cH:38][cH:39][cH:40][cH:41]1.[N+:1](=[O:2])([O-:3])[C:4]([CH2:5][OH:6])([CH2:7][OH:8])[CH2:9][CH3:10].[OH2:34].[c:23]1([CH3:24])[cH:25][cH:26][c:27]([S:28]([OH:29])(=[O:30])=[O:31])[cH:32][cH:33]1>>[N+:1](=[O:2])([O-:3])[C:4]1([CH2:9][CH3:10])[CH2:5][O:6][C:14]([CH2:13][CH2:12][C:11](=[O:17])[O:18][CH2:19][CH2:20][CH2:21][CH3:22])([CH3:16])[O:8][CH2:7]1. Reactants: CN(C(=O)C=1SC(=C(C1)Br)C=1C=C2CCC(C2=CC1)=NOC)C1CCN(CC1)C (4-Bromo-5-(1-methoxyimino-indan-5-yl)-thiophene-2-carboxylic acid methyl-(1-methyl-piperidin-4-yl)-amide), N1=CC=C(C=C1)B(O)O (4-pyridyl boronic acid), C([O-])([O-])=O.[K+].[K+] (potassium carbonate), C1(=CC=CC=C1)P(C1=CC=CC=C1)C1=CC=CC=C1 (triphenylphosphine). Reagents/catalysts: C(C)(=O)[O-].[Pd+2].C(C)(=O)[O-] (palladium acetate). The solvent is O (water), COCCOC (ethylene glycol dimethyl ether). Product: CN(C(=O)C=1SC(=C(C1)C1=CC=NC=C1)C=1C=C2CCC(C2=CC1)=NOC)C1CCN(CC1)C (5-(1-methoxyimino-indan-5-yl)-4-pyridin-4-yl-thiophene-2-carboxylic acid methyl-(1-methyl-piperidin-4-yl)-amide). Yield: 71.6%. RXN SMILES: [CH3:1][N:2]([CH:23]1[CH2:28][CH2:27][N:26]([CH3:29])[CH2:25][CH2:24]1)[C:3]([C:5]1[S:6][C:7]([C:11]2[CH:12]=[C:13]3[C:17](=[CH:18][CH:19]=2)[C:16](=[N:20][O:21][CH3:22])[CH2:15][CH2:14]3)=[C:8](Br)[CH:9]=1)=[O:4].[N:30]1[CH:35]=[CH:34][C:33](B(O)O)=[CH:32][CH:31]=1.C(=O)([O-])[O-].[K+].[K+].C1(P(C2C=CC=CC=2)C2C=CC=CC=2)C=CC=CC=1>COCCOC.O.C([O-])(=O)C.[Pd+2].C([O-])(=O)C>[CH3:1][N:2]([CH:23]1[CH2:28][CH2:27][N:26]([CH3:29])[CH2:25][CH2:24]1)[C:3]([C:5]1[S:6][C:7]([C:11]2[CH:12]=[C:13]3[C:17](=[CH:18][CH:19]=2)[C:16](=[N:20][O:21][CH3:22])[CH2:15][CH2:14]3)=[C:8]([C:33]2[CH:34]=[CH:35][N:30]=[CH:31][CH:32]=2)[CH:9]=1)=[O:4] |f:2.3.4,8.9.10|. Reported procedure: The product of Step 2 (670 mg, 1.4 mmol), 4-pyridyl boronic acid (M. Lamothe et al J. Med. Chem., 1997, 40, 3542) (189 mg, 1.5 mmol), potassium carbonate (1.17 g, 8.5 mmol), triphenylphosphine (37 mg, 0.14 mmol), and palladium acetate (16 mg, 0.07 mmol) were dissolved in ethylene glycol dimethyl ether (15 ml) and water (5 ml). The biphasic solution was heated at reflux for 16 hours, with vigorous stirring, cooled, then filtered through a pad of celite, which was thoroughly washed with ethyl acet... Starting materials: C=O, CCO, O=CO, OC1Cc2ccccc2CC1CC1CCCCN1, [Na+], [OH-], O. Product: CN1CCCCC1CC1Cc2ccccc2CC1O. As a reaction SMILES: [CH2:21]=[O:22].[CH3:27][CH2:28][OH:29].[CH:23]([OH:24])=[O:25].[NH:1]1[CH:2]([CH2:7][CH:8]2[CH:9]([OH:18])[CH2:10][c:11]3[cH:12][cH:13][cH:14][cH:15][c:16]3[CH2:17]2)[CH2:3][CH2:4][CH2:5][CH2:6]1.[Na+:20].[OH-:19].[OH2:26]>>[N:1]1([CH3:21])[CH:2]([CH2:7][CH:8]2[CH:9]([OH:18])[CH2:10][c:11]3[cH:12][cH:13][cH:14][cH:15][c:16]3[CH2:17]2)[CH2:3][CH2:4][CH2:5][CH2:6]1. Reactants: ClN1C(CCC1=O)=O (N-chlorosuccinimide), C(=O)(O)[O-].[Na+] (NaHCO3), FC1=C(C=NO)C=CC=C1 (2-fluorobenzaldehyde oxime), FC1=C(C(=CC=C1)F)COCC(=C)C (1,3-difluoro-2-((2-methylallyloxy)methyl)benzene), oxime. The reagents and catalysts are [I-].C(CCC)[N+](CCCC)(CCCC)CCCC (tetrabutylammonium iodide). The solvent is CN(C=O)C (dimethylformamide), ClCCl (dichloromethane), ClCCCl (1,2-dichloroethane). Run at time 1 hour. The product is FC1=C(COCC2(CC(=NO2)C2=C(C=CC=C2)F)C)C(=CC=C1)F (5-((2,6-difluorobenzyloxy)methyl)-3-(2-fluorophenyl)-5-methyl-4,5-dihydroisoxazole). Isolated yield 79.9%. Reaction SMILES: [F:1][C:2]1[CH:10]=[CH:9][CH:8]=[CH:7][C:3]=1[CH:4]=[N:5][OH:6].ClN1C(=O)CCC1=O.C([O-])(O)=O.[Na+].[F:24][C:25]1[CH:30]=[CH:29][CH:28]=[C:27]([F:31])[C:26]=1[CH2:32][O:33][CH2:34][C:35]([CH3:37])=[CH2:36]>ClCCCl.[I-].C([N+](CCCC)(CCCC)CCCC)CCC.ClCCl.CN(C)C=O>[F:24][C:25]1[CH:30]=[CH:29][CH:28]=[C:27]([F:31])[C:26]=1[CH2:32][O:33][CH2:34][C:35]1([CH3:37])[O:6][N:5]=[C:4]([C:3]2[CH:7]=[CH:8][CH:9]=[CH:10][C:2]=2[F:1])[CH2:36]1 |f:2.3,6.7|. Reported procedure: 200 mg of 2-fluorobenzaldehyde oxime was dissolved in 4 mL of 1,2-dichloroethane, and then, 230 mg of N-chlorosuccinimide and 0.4 mL of dimethylformamide were slowly added thereto at a temperature of 0° C. The reaction mixture was stirred at room temperature for 1 hour, and then, the reaction state was confirmed by TLC. When the oxime, which was a starting material, disappeared, the reaction mixture was cooled to a temperature 0° C., and then, 182 mg of NaHCO3, 27 mg of tetrabutylammonium iodide... Starting materials: N1=CC(=CC=C1)P(OCC)(OCC)=O (Diethyl pyridin-3-ylphosphonate), [H][H] (hydrogen). Run in CCO.C(C)(=O)O (EtOH acetic acid), [Pt]=O (platinum oxide). Yields the product N1CC(CCC1)P(OCC)(OCC)=O (diethyl piperidin-3-ylphosphonate). Reaction SMILES: [N:1]1[CH:6]=[CH:5][CH:4]=[C:3]([P:7](=[O:14])([O:11][CH2:12][CH3:13])[O:8][CH2:9][CH3:10])[CH:2]=1.[H][H]>CCO.C(O)(=O)C.[Pt]=O>[NH:1]1[CH2:6][CH2:5][CH2:4][CH:3]([P:7](=[O:14])([O:11][CH2:12][CH3:13])[O:8][CH2:9][CH3:10])[CH2:2]1 |f:2.3|. Procedure details: Diethyl pyridin-3-ylphosphonate was dissolved in EtOH-acetic acid, to which platinum oxide was added, for stirring under 3.4 kgf/cm2 hydrogen for 120 hours, to obtain diethyl piperidin-3-ylphosphonate. Reactants: CC(=O)O, Nc1c(F)cccc1F, O. Yields the product O=[N+]([O-])c1c(F)cccc1F. RXN SMILES: [CH3:11][C:12]([OH:13])=[O:14].[F:1][c:2]1[c:3]([NH2:4])[c:5]([F:9])[cH:6][cH:7][cH:8]1.[OH2:10]>>[F:1][c:2]1[c:3]([N+:4](=[O:10])[O-:13])[c:5]([F:9])[cH:6][cH:7][cH:8]1.